From a dataset of the Open Reaction Database (ORD), a public repository of structured organic reaction records. describe an organic reaction: reactants, conditions, products, and yield Starting materials: ClC1=NC=CC(=C1)C(=O)OC (methyl 2-chloropyridine-4-carboxylate), C(CCC)[Sn](C=1N=CN(C1)C(C1=CC=CC=C1)(C1=CC=CC=C1)C1=CC=CC=C1)(CCCC)CCCC (4-(tributylstannyl)-1-tritylimidazole). Yields the product C1(=CC=CC=C1)C(N1C=NC(=C1)C1=NC=CC(=C1)C(=O)OC)(C1=CC=CC=C1)C1=CC=CC=C1 (methyl 2-[1-(triphenylmethyl)-1H-imidazol-4-yl]pyridine-4-carboxylate). RXN SMILES: Cl[C:2]1[CH:7]=[C:6]([C:8]([O:10][CH3:11])=[O:9])[CH:5]=[CH:4][N:3]=1.C([Sn](CCCC)(CCCC)[C:17]1[N:18]=[CH:19][N:20]([C:22]([C:35]2[CH:40]=[CH:39][CH:38]=[CH:37][CH:36]=2)([C:29]2[CH:34]=[CH:33][CH:32]=[CH:31][CH:30]=2)[C:23]2[CH:28]=[CH:27][CH:26]=[CH:25][CH:24]=2)[CH:21]=1)CCC>>[C:35]1([C:22]([C:23]2[CH:24]=[CH:25][CH:26]=[CH:27][CH:28]=2)([C:29]2[CH:30]=[CH:31][CH:32]=[CH:33][CH:34]=2)[N:20]2[CH:21]=[C:17]([C:2]3[CH:7]=[C:6]([C:8]([O:10][CH3:11])=[O:9])[CH:5]=[CH:4][N:3]=3)[N:18]=[CH:19]2)[CH:40]=[CH:39][CH:38]=[CH:37][CH:36]=1. Reported procedure: The title compound was prepared from methyl 2-chloropyridine-4-carboxylate and 4-(tributylstannyl)-1-tritylimidazole according to the procedure for Example 1. 1H NMR (400 MHz, DMSO-d6): δ 3.92 (3H, s), 7.16 (5H, m), 7.38-7.46 (11H, m), 7.60 (1H, d, J=1.3 Hz), 7.64 (1H, dd, J=1.6 Hz and 5.0 Hz), 8.32 (1H, s), 8.64 (1H, d, 5.0 Hz). Reactants: NCC1=CC(=C(C=C1)OC)OC (1-(Aminomethyl)-3,4-dimethoxybenzene), CS(=O)(=O)Cl (methanesulfonyl chloride), N-[(3,4-dimethoxy)methyl]methanesulfonamide. RXN SMILES: [NH2:1][CH2:2][C:3]1[CH:8]=[CH:7][C:6]([O:9][CH3:10])=[C:5]([O:11][CH3:12])[CH:4]=1.[CH3:13][S:14](Cl)(=[O:16])=[O:15]>ClCCl>[CH3:12][O:11][C:5]1[CH:4]=[C:3]([CH2:2][NH:1][S:14]([CH3:13])(=[O:16])=[O:15])[CH:8]=[CH:7][C:6]=1[O:9][CH3:10]. Product: COC=1C=C(C=CC1OC)CNS(=O)(=O)C (N-[(3,4-Dimethoxyphenyl)methyl]methanesulfonamide). Conditions: time 2 day. Procedure details: 1-(Aminomethyl)-3,4-dimethoxybenzene (18 ml., 120 mmole, 2 eq.) was added to a solution of methanesulfonyl chloride (4.64 ml., 60 mmole, 1 eq.) in dichloromethane (30 ml., 2.0M) at 0°. Additional dichloromethane (90 ml., final concentration of 0.5M) was then added. The reaction was allowed to warm to room temperature and stirred 2 days. The solid which had precipitated was filtered off and washed with additional dichloromethane. The filtrate was washed with 0.5N HCl (2×200 ml.) and water (200 ml... Solvent: ClCCl (dichloromethane), ClCCl (dichloromethane). Starting materials: CC1=CC=C(C(=N1)C#N)C1=NC=CC=N1 (6-Methyl-3-(2-pyrimidinyl)-2-pyridinecarbonitrile), [OH-].[Na+] (NaOH), CCO (EtOH), Cl (HCl). Procedure details: An alternative method to make D19 is as follows: 6-methyl-3-(2-pyrimidinyl)-2-pyridinecarbonitrile D18 (0.481 g) was suspended in EtOH (5 ml) and a solution of NaOH (0.490 g, 12.26 mmol) in water (5 ml) was added. The yellow mixture was stirred at 100° C. overnight. The yellow solution was cooled to 25° C. and HCl 6 M (1.0 ml) was added dropwise till pH=4.5. The solvent was removed to give a yellow powder that was dried at 50° C./vacuum for 1.5 hours to give the title compound D19 (1.242 g). Reaction conditions: temperature 100 celsius, time 8 hour. The product is CC1=CC=C(C(=N1)C(=O)O)C1=NC=CC=N1 (6-Methyl-3-(2-pyrimidinyl)-2-pyridinecarboxylic acid). As a reaction SMILES: [CH3:1][C:2]1[N:7]=C(C#N)[C:5]([C:10]2[N:15]=[CH:14][CH:13]=[CH:12][N:11]=2)=[CH:4][CH:3]=1.[OH-:16].[Na+].Cl.[CH3:19][CH2:20][OH:21]>O>[CH3:1][C:2]1[N:7]=[C:19]([C:20]([OH:16])=[O:21])[C:5]([C:10]2[N:15]=[CH:14][CH:13]=[CH:12][N:11]=2)=[CH:4][CH:3]=1 |f:1.2|. The solvent is O (water).